This data is from the Open Reaction Database (ORD), a public repository of structured organic reaction records. The task is: describe an organic reaction: reactants, conditions, products, and yield Starting materials: O=C(O)C(=O)O, CN(C)C=O, CCOCC, CCO, ClCCCc1nc2ccccc2n1-c1ccccc1, [H-], [Na+], O, O, O, c1c[nH]cn1. Product: O=C(O)C(=O)O, c1ccc(-n2c(CCCn3ccnc3)nc3ccccc32)cc1. RXN SMILES: [C:29]([C:30](=[O:31])[OH:32])(=[O:33])[OH:34].[CH3:35][N:36]([CH3:37])[CH:38]=[O:39].[CH3:41][CH2:42][O:43][CH2:44][CH3:45].[CH3:46][CH2:47][OH:48].[Cl:8][CH2:9][CH2:10][CH2:11][c:12]1[n:13][c:14]2[c:15]([n:16]1-[c:17]1[cH:18][cH:19][cH:20][cH:21][cH:22]1)[cH:23][cH:24][cH:25][cH:26]2.[H-:6].[Na+:7].[OH2:27].[OH2:28].[OH2:40].[nH:1]1[cH:2][n:3][cH:4][cH:5]1>>[C:29]([C:30](=[O:31])[OH:32])(=[O:33])[OH:34].[n:1]1([CH2:9][CH2:10][CH2:11][c:12]2[n:13][c:14]3[c:15]([n:16]2-[c:17]2[cH:18][cH:19][cH:20][cH:21][cH:22]2)[cH:23][cH:24][cH:25][cH:26]3)[cH:2][n:3][cH:4][cH:5]1.